From a dataset of the Open Reaction Database (ORD), a public repository of structured organic reaction records. describe an organic reaction: reactants, conditions, products, and yield The reactants are C, CC(=O)NCC=C1CCc2ccc3nc(C)oc3c21, CO, [Pd]. The product is CC(=O)NCCC1CCc2ccc3nc(C)oc3c21. As a reaction SMILES: [C:22].[CH3:1][c:2]1[o:3][c:4]2[c:5]([n:6]1)[cH:7][cH:8][c:9]1[c:13]2[C:12](=[CH:14][CH2:15][NH:16][C:17]([CH3:18])=[O:19])[CH2:11][CH2:10]1.[CH3:20][OH:21].[Pd:23]>>[CH3:1][c:2]1[o:3][c:4]2[c:5]([n:6]1)[cH:7][cH:8][c:9]1[c:13]2[CH:12]([CH2:14][CH2:15][NH:16][C:17]([CH3:18])=[O:19])[CH2:11][CH2:10]1. Starting materials: CC(=O)Nc1cc2c(cc1[N+](=O)[O-])C(O)C(Br)C(C)(C)O2, CC(=O)SCC(C)C(=O)Cl, ClCCCl, c1ccncc1. Yields the product CC(=O)Nc1cc2c(cc1[N+](=O)[O-])C(OC(=O)C(C)CSC(C)=O)C(Br)C(C)(C)O2. RXN SMILES: [C:1]([CH3:2])(=[O:3])[NH:4][c:5]1[cH:6][c:7]2[c:8]([cH:17][c:18]1[N+:19](=[O:20])[O-:21])[CH:9]([OH:16])[CH:10]([Br:15])[C:11]([CH3:13])([CH3:14])[O:12]2.[C:26]([CH3:27])(=[O:28])[S:29][CH2:30][CH:31]([C:32](=[O:33])[Cl:34])[CH3:35].[CH2:22]([Cl:23])[CH2:24][Cl:25].[cH:36]1[cH:37][cH:38][n:39][cH:40][cH:41]1>>[C:1]([CH3:2])(=[O:3])[NH:4][c:5]1[cH:6][c:7]2[c:8]([cH:17][c:18]1[N+:19](=[O:20])[O-:21])[CH:9]([O:16][C:32]([CH:31]([CH2:30][S:29][C:26]([CH3:27])=[O:28])[CH3:35])=[O:33])[CH:10]([Br:15])[C:11]([CH3:13])([CH3:14])[O:12]2. Reactants: CC(=O)OC1C=CCC1(c1ccccc1)c1ccccc1, CCOC(C)=O, [N-]=[N+]=[N-], [Na+], C1CCOC1, O. Product: [N-]=[N+]=NC1C=CC(c2ccccc2)(c2ccccc2)C1. RXN SMILES: [C:1]([O:2][CH:5]1[CH:6]=[CH:7][CH2:8][C:9]1([c:10]1[cH:11][cH:12][cH:13][cH:14][cH:15]1)[c:16]1[cH:17][cH:18][cH:19][cH:20][cH:21]1)(=[O:3])[CH3:4].[CH3:32][CH2:33][O:34][C:35](=[O:36])[CH3:37].[N-:23]=[N+:24]=[N-:25].[Na+:22].[O:26]1[CH2:27][CH2:28][CH2:29][CH2:30]1.[OH2:31]>>[CH:5]1=[CH:6][CH:7]([N:23]=[N+:24]=[N-:25])[CH2:8][C:9]1([c:10]1[cH:11][cH:12][cH:13][cH:14][cH:15]1)[c:16]1[cH:17][cH:18][cH:19][cH:20][cH:21]1. The reactants are C(C)(C)(C)OC(=O)NC1=CC=C(C=C1)C[C@@H](C(=O)N(C)OC)NC(OCC1C2=CC=CC=C2C=2C=CC=CC12)=O ((S)-(9H-fluoren-9-yl)methyl (3-(4-(tert-butyloxycarbonylamino)phenyl)-1-(methoxy(methyl)amino)-1-oxopropan-2-yl)carbamate), C1CCC2=NCCCN2CC1 (DBU). Solvent: C1CCOC1 (THF). Run at time 10 minute. Yields the product N[C@@H](CC1=CC=C(C=C1)NC(OC(C)(C)C)=O)C(=O)N(C)OC ((S)-tert-butyl (4-(2-amino-3-(methoxy(methyl)amino)-3-oxopropyl)phenyl)carbamate), oil. The yield is 85.1%. Reaction SMILES: [C:1]([O:5][C:6]([NH:8][C:9]1[CH:14]=[CH:13][C:12]([CH2:15][C@H:16]([NH:23]C(=O)OCC2C3C=CC=CC=3C3C2=CC=CC=3)[C:17]([N:19]([O:21][CH3:22])[CH3:20])=[O:18])=[CH:11][CH:10]=1)=[O:7])([CH3:4])([CH3:3])[CH3:2].C1CCN2C(=NCCC2)CC1>C1COCC1>[NH2:23][C@H:16]([C:17]([N:19]([O:21][CH3:22])[CH3:20])=[O:18])[CH2:15][C:12]1[CH:13]=[CH:14][C:9]([NH:8][C:6](=[O:7])[O:5][C:1]([CH3:2])([CH3:3])[CH3:4])=[CH:10][CH:11]=1. Procedure: To a solution of compound 61 (1.50 g, 2.75 mmol) in THF (20 mL) was added DBU (1.5 mmol, 229 μL). After 10 minutes, TLC analysis indicated complete consumption of starting material. 1 M aq. HCl (30 mL) and EtOAc (25 mL) were added and the layers were separated. The organic layer was extracted with 1 M aq. HCl and the combined aqueous layers were basified with Na2CO3 until pH 10. This layer was extracted with EtOAc (3×) and the latter combined organic layers were dried over MgSO4 and concentrated... Reactants: O=C([O-])O, CCCC[N+](CCCC)(CCCC)CCCC, ClC(Cl)Cl, O=C([O-])C1CCC(C(=O)OCc2ccccc2)CC1, [K+], [Na+], O, O=S(=O)([O-])O. The product is O=C(OCCl)C1CCC(C(=O)OCc2ccccc2)CC1. As a reaction SMILES: [C:1](=[O:2])([OH:3])[O-:4].[CH2:36]([N+:37]([CH2:38][CH2:39][CH2:40][CH3:41])([CH2:42][CH2:43][CH2:44][CH3:45])[CH2:46][CH2:47][CH2:48][CH3:49])[CH2:50][CH2:51][CH3:52].[CH:27]([Cl:28])([Cl:29])[Cl:30].[CH:6]1([C:15](=[O:16])[O:17][CH2:18][c:19]2[cH:20][cH:21][cH:22][cH:23][cH:24]2)[CH2:7][CH2:8][CH:9]([C:12](=[O:13])[O-:14])[CH2:10][CH2:11]1.[K+:25].[Na+:5].[OH2:26].[S:31]([O-:32])([OH:33])(=[O:34])=[O:35]>>[CH:6]1([C:15](=[O:16])[O:17][CH2:18][c:19]2[cH:20][cH:21][cH:22][cH:23][cH:24]2)[CH2:7][CH2:8][CH:9]([C:12](=[O:13])[O:14][CH2:27][Cl:28])[CH2:10][CH2:11]1. The reactants are CC1=NCN(C(=C1)C)S(=O)(=O)C (4,6-dimethyl-1-methylsulfonylpyrimidine), Cl (hydrochloric acid), OC(C(=O)O)C(C1=CC=CC=C1)(C1=CC=CC=C1)O\C=C\CC1=CC=CC=C1 (2-hydroxy-3-(3-phenyl-(2E)-propenoxy)-3,3-diphenylpropionic acid), [H-].[Na+] (NaH). Solvent: CN(C)C=O (DMF), O (water). Conditions: time 10 minute. Product: CC1=NC(=NC(=C1)C)OC(C(=O)O)C(C1=CC=CC=C1)(C1=CC=CC=C1)O\C=C\CC1=CC=CC=C1 (2-(4,6-Dimethyl-2-pyrimidinyloxy)-3-(3-phenyl-(2E)-propenoxy)-3,3-diphenylpropionic Acid). Yield: 64.3%. Reaction SMILES: [OH:1][CH:2]([C:6]([O:19]/[CH:20]=[CH:21]/[CH2:22][C:23]1[CH:28]=[CH:27][CH:26]=[CH:25][CH:24]=1)([C:13]1[CH:18]=[CH:17][CH:16]=[CH:15][CH:14]=1)[C:7]1[CH:12]=[CH:11][CH:10]=[CH:9][CH:8]=1)[C:3]([OH:5])=[O:4].[H-].[Na+].[CH3:31][C:32]1[CH:37]=[C:36]([CH3:38])[N:35](S(C)(=O)=O)[CH2:34][N:33]=1.Cl>CN(C=O)C.O>[CH3:31][C:32]1[CH:37]=[C:36]([CH3:38])[N:35]=[C:34]([O:1][CH:2]([C:6]([O:19]/[CH:20]=[CH:21]/[CH2:22][C:23]2[CH:24]=[CH:25][CH:26]=[CH:27][CH:28]=2)([C:13]2[CH:14]=[CH:15][CH:16]=[CH:17][CH:18]=2)[C:7]2[CH:12]=[CH:11][CH:10]=[CH:9][CH:8]=2)[C:3]([OH:5])=[O:4])[N:33]=1 |f:1.2|. Procedure details: 1.12 g (3 mmol) of 2-hydroxy-3-(3-phenyl-(2E)-propenoxy)-3,3-diphenylpropionic acid were added to a suspension of 432 mg (9 mmol, 50%) of NaH in 20 ml of DMF, and the mixture was stirred at room temperature for 10 minutes. 614 mg (3.3 mmol) of 4,6-dimethyl-1-methylsulfonylpyrimidine were added, and the mixture was stirred for 16 hours, then diluted with 200 ml of water, acidified with 1 N hydrochloric acid and extracted with ether. The ether phase was extracted with 1 N sodium hydroxide solution...